This data is from the Open Reaction Database (ORD), a public repository of structured organic reaction records. The task is: describe an organic reaction: reactants, conditions, products, and yield Product: C(C=C)OC(C(NS(=O)(=O)C1=CC=C(C=C1)OC)CCN1C(N(C=CC1=O)COCC1=CC=CC=C1)=O)=O ((±)-2-[2-(1-Benzyloxymethylpyrimidin-2,4-dione-3-yl)ethyl]-N-(4-methoxy-benzenesulfonyl)glycine Allyl Ester). As a reaction SMILES: [CH2:1]([O:4][C:5](=[O:34])[CH:6]([CH2:15][CH2:16][N:17]1[C:22](=[O:23])[CH:21]=[CH:20][N:19]([CH2:24][O:25][CH2:26][C:27]2[CH:32]=[CH:31][CH:30]=[CH:29][CH:28]=2)[C:18]1=[O:33])[NH:7]C(OC(C)(C)C)=O)[CH:2]=[CH2:3].C(OC(=O)C(CCN1C(=O)C2=CC=CC=C2C1=O)NC(OC(C)(C)C)=O)C=C.[CH3:63][O:64][C:65]1[CH:70]=[CH:69][C:68]([S:71](Cl)(=[O:73])=[O:72])=[CH:67][CH:66]=1>>[CH2:1]([O:4][C:5](=[O:34])[CH:6]([CH2:15][CH2:16][N:17]1[C:22](=[O:23])[CH:21]=[CH:20][N:19]([CH2:24][O:25][CH2:26][C:27]2[CH:28]=[CH:29][CH:30]=[CH:31][CH:32]=2)[C:18]1=[O:33])[NH:7][S:71]([C:68]1[CH:67]=[CH:66][C:65]([O:64][CH3:63])=[CH:70][CH:69]=1)(=[O:73])=[O:72])[CH:2]=[CH2:3]. Procedure details: In a similar manner to the procedures described in Example 1(2)-a and b, reactions were carried out using (±)-2-[2-(1-benzyloxymethylpyrimidin-2,4-dione-3-yl)ethyl]-N-(tert-butoxycarbonyl)glycine allyl ester, the product of (1) above, instead of (±)-N-(tert-butoxycarbonyl)-2-(2-phthalimidoethyl)glycine allyl ester and using 4-methoxybenzenesulfonyl chloride instead of 4-phenoxybenzenesulfonyl chloride to afford the desired compound (yield 93%) as a colorless oil. Starting materials: C(C=C)OC(C(NC(=O)OC(C)(C)C)CCN1C(N(C=CC1=O)COCC1=CC=CC=C1)=O)=O ((±)-2-[2-(1-benzyloxymethylpyrimidin-2,4-dione-3-yl)ethyl]-N-(tert-butoxycarbonyl)glycine allyl ester), COC1=CC=C(C=C1)S(=O)(=O)Cl (4-methoxybenzenesulfonyl chloride), C(C=C)OC(C(NC(=O)OC(C)(C)C)CCN1C(N(C=CC1=O)COCC1=CC=CC=C1)=O)=O ((±)-2-[2-(1-Benzyloxymethylpyrimidin-2,4-dione-3-yl)ethyl]-N-(tert-butoxy-carbonyl)glycine Allyl Ester), C(C=C)OC(C(NC(=O)OC(C)(C)C)CCN1C(C=2C(C1=O)=CC=CC2)=O)=O ((±)-N-(tert-butoxycarbonyl)-2-(2-phthalimidoethyl)glycine allyl ester). Yield: 93.0%.